describe an organic reaction: reactants, conditions, products, and yield From a dataset of the Open Reaction Database (ORD), a public repository of structured organic reaction records. Starting materials: COC(\C(=N/OCCC)\C=1N=C(SC1)NC(CCl)=O)=O (2-(2-chloroacetamido-4-thiazolyl)-(Z)-2-(n-propoxyimino)acetic acid methyl ester), [OH-].[K+] (potassium hydroxide). Solvent: C(C)O (ethanol), O (water). Run at time 5 hour. Yields the product ClCC(=O)NC=1SC=C(N1)/C(/C(=O)O)=N/OCCC (2-(2-chloroacetamido-4-thiazolyl)-(Z)-2-(n-propoxyimino)acetic acid). As a reaction SMILES: C[O:2][C:3](=[O:20])/[C:4](/[C:10]1[N:11]=[C:12]([NH:15][C:16](=[O:19])[CH2:17][Cl:18])[S:13][CH:14]=1)=[N:5]\[O:6][CH2:7][CH2:8][CH3:9].[OH-].[K+]>C(O)C.O>[Cl:18][CH2:17][C:16]([NH:15][C:12]1[S:13][CH:14]=[C:10](/[C:4](=[N:5]/[O:6][CH2:7][CH2:8][CH3:9])/[C:3]([OH:20])=[O:2])[N:11]=1)=[O:19] |f:1.2|. Procedure details: To a solution of 3.2 g of 2-(2-chloroacetamido-4-thiazolyl)-(Z)-2-(n-propoxyimino)acetic acid methyl ester in 50 ml of ethanol is added under ice-cooling and stirring a solution of 2.23 g of potassium hydroxide (85%) in 20 ml of water, and the mixture is stirred for 5 hours at room temperature, followed by concentration under reduced pressure. The concentrate is dissolved in 30 ml of water, and washed twice with 30 ml each portion of ethyl acetate, followed by addition of activated charcoal. The... Reactants: ClC1=NC=C(C=C1)CCN(N)C1=CC=C(C=C1)C (2-chloro-5-(2-(1-p-tolylhydrazinyl)-ethyl)pyridine), [OH-].[Na+] (sodium hydroxide), N12CCC(C(CC1)CC2)=O (1-azabicyclo[3.2.2]nonan-4-one), S(O)(O)(=O)=O (sulfuric acid). The solvent is O1CCOCC1 (dioxane). Run at temperature 50 celsius, time 1.5 hour. The product is ClC1=CC=C(C=N1)CCN1C2=C(C=3C=C(C=CC13)C)CN1CCC2CC1 (6-[2-(6-chloropyridin-3-yl)ethyl]-9-methyl-3,4,5,6-tetrahydro-1H-2,5-ethanoazepino[4,3-b]indole). As a reaction SMILES: [Cl:1][C:2]1[CH:7]=[CH:6][C:5]([CH2:8][CH2:9][N:10]([C:12]2[CH:17]=[CH:16][C:15]([CH3:18])=[CH:14][CH:13]=2)N)=[CH:4][N:3]=1.[N:19]12[CH2:27][CH2:26][CH:23]([CH2:24][CH2:25]1)[C:22](=O)[CH2:21][CH2:20]2.S(=O)(=O)(O)O.[OH-].[Na+]>O1CCOCC1>[Cl:1][C:2]1[N:3]=[CH:4][C:5]([CH2:8][CH2:9][N:10]2[C:12]3[CH:17]=[CH:16][C:15]([CH3:18])=[CH:14][C:13]=3[C:21]3[CH2:20][N:19]4[CH2:27][CH2:26][CH:23]([C:22]2=3)[CH2:24][CH2:25]4)=[CH:6][CH:7]=1 |f:3.4|. Reported procedure: In a 50 mL round-bottom flask were combined 2-chloro-5-(2-(1-p-tolylhydrazinyl)-ethyl)pyridine (0.272 g, 1.039 mmol; Example 117D), and 1-azabicyclo[3.2.2]nonan-4-one (0.188 g, 1.351 mmol; Example 2A) in dioxane (5 mL). After 10 minutes of warming to 50° C., the suspension cleared. Concentrated sulfuric acid (0.277 mL, 5.20 mmol) was added and the mixture was heated at 80° C. After 1.5 hours, the mixture was cooled and concentrated to about 3 mL. The residue was dissolved in water (75 mL), basif...